Dataset: the Open Reaction Database (ORD), a public repository of structured organic reaction records. Task: describe an organic reaction: reactants, conditions, products, and yield Reactants: CCN(C(C)C)C(C)C (DIPEA), C(#C)C=1N=C2N(N=CC=C2N2CCOCC2)C1C1CCN(CC1)C(=O)OC(C)(C)C (tert-Butyl 4-(2-ethynyl-8-morpholinoimidazo[1,2-b]pyridazin-3-yl)piperidine-1-carboxylate), BrC1=NC2=CC=CC=C2C=C1 (2-bromoquinoline). Reagents/catalysts: Cl[Pd]([P](C1=CC=CC=C1)(C2=CC=CC=C2)C3=CC=CC=C3)([P](C4=CC=CC=C4)(C5=CC=CC=C5)C6=CC=CC=C6)Cl (Pd(PPh3)2Cl2). Solvent: CN(C)C=O (DMF). RXN SMILES: [C:1]([C:3]1[N:4]=[C:5]2[C:10]([N:11]3[CH2:16][CH2:15][O:14][CH2:13][CH2:12]3)=[CH:9][CH:8]=[N:7][N:6]2[C:17]=1[CH:18]1[CH2:23][CH2:22][N:21]([C:24]([O:26][C:27]([CH3:30])([CH3:29])[CH3:28])=[O:25])[CH2:20][CH2:19]1)#[CH:2].Br[C:32]1[CH:41]=[CH:40][C:39]2[C:34](=[CH:35][CH:36]=[CH:37][CH:38]=2)[N:33]=1.CCN(C(C)C)C(C)C>CN(C=O)C.Cl[Pd](Cl)([P](C1C=CC=CC=1)(C1C=CC=CC=1)C1C=CC=CC=1)[P](C1C=CC=CC=1)(C1C=CC=CC=1)C1C=CC=CC=1>[O:14]1[CH2:15][CH2:16][N:11]([C:10]2[C:5]3[N:6]([C:17]([CH:18]4[CH2:23][CH2:22][N:21]([C:24]([O:26][C:27]([CH3:30])([CH3:29])[CH3:28])=[O:25])[CH2:20][CH2:19]4)=[C:3]([C:1]#[C:2][C:32]4[CH:41]=[CH:40][C:39]5[C:34](=[CH:35][CH:36]=[CH:37][CH:38]=5)[N:33]=4)[N:4]=3)[N:7]=[CH:8][CH:9]=2)[CH2:12][CH2:13]1 |^1:58,77|. Yields the product O1CCN(CC1)C=1C=2N(N=CC1)C(=C(N2)C#CC2=NC1=CC=CC=C1C=C2)C2CCN(CC2)C(=O)OC(C)(C)C (tert-Butyl 4-(8-morpholino-2-(quinolin-2-ylethynyl)imidazo[1,2-b]pyridazin-3-yl)piperidine-1-carboxylate). Reaction conditions: time 8 hour. Procedure details: A solution of compound 41d (1.4 g, 3.4 mmol) in DMF (5 mL) was treated with 2-bromoquinoline (2.0 g, 9.6 mol), Pd(PPh3)2Cl2 (240 mg, 0.34 mmol), Cut (30 mg, 0.16 mmol) and DIPEA (4.4 g, 34.11 mmol) under N2. The reaction mixture was stirred at rt overnight, and concentrated in vacuo. The residue obtained was purified by flash column chromatography on silica gel (EtOAc:petroleum ether (1:2)) to obtain compound 41e as a yellow solid. Mass Spectrum (LCMS, ESI pos.): Calcd. for C31H34N6O3: 539.3 (M+... Starting materials: C1(CC1)N(C(C1=CC(=C(C=C1)C1=CN=CO1)F)=O)C1CCNCC1 (N-cyclopropyl-3-fluoro-4-oxazol-5-yl-N-piperidin-4-yl-benzamide), ClC1=NC=C(C=N1)CC (2-chloro-5-ethyl-pyrimidine). Yields the product C1(CC1)N(C(C1=CC(=C(C=C1)C1=CN=CO1)F)=O)C1CCN(CC1)C1=NC=C(C=N1)CC (N-Cyclopropyl-N-[1-(5-ethyl-pyrimidin-2-yl)-piperidin-4-yl]-3-fluoro-4-oxazol-5-yl-benzamide). RXN SMILES: [CH:1]1([N:4]([CH:19]2[CH2:24][CH2:23][NH:22][CH2:21][CH2:20]2)[C:5](=[O:18])[C:6]2[CH:11]=[CH:10][C:9]([C:12]3[O:16][CH:15]=[N:14][CH:13]=3)=[C:8]([F:17])[CH:7]=2)[CH2:3][CH2:2]1.Cl[C:26]1[N:31]=[CH:30][C:29]([CH2:32][CH3:33])=[CH:28][N:27]=1>>[CH:1]1([N:4]([CH:19]2[CH2:24][CH2:23][N:22]([C:26]3[N:31]=[CH:30][C:29]([CH2:32][CH3:33])=[CH:28][N:27]=3)[CH2:21][CH2:20]2)[C:5](=[O:18])[C:6]2[CH:11]=[CH:10][C:9]([C:12]3[O:16][CH:15]=[N:14][CH:13]=3)=[C:8]([F:17])[CH:7]=2)[CH2:2][CH2:3]1. Procedure details: The title compound is prepared from N-cyclopropyl-3-fluoro-4-oxazol-5-yl-N-piperidin-4-yl-benzamide and 2-chloro-5-ethyl-pyrimidine following a procedure analogous to that described in Example 19. LC (method 1): tR=1.16 min; Mass spectrum (ESI+): m/z=436 [M+H]+.